From a dataset of the Open Reaction Database (ORD), a public repository of structured organic reaction records. describe an organic reaction: reactants, conditions, products, and yield Starting materials: N1C=NC=C1 (imidazole), ClC1=C(SC=2N=CN=C(C21)NCC2=CC(=CC=C2)[N+](=O)[O-])C (5-chloro-6-methyl-4-(3-nitrobenzylamino)-thieno-[2,3-d]-pyrimidine). Product: N1(C=NC=C1)C=1N=C(C2=C(N1)SC(=C2)C)NCC2=CC(=CC=C2)[N+](=O)[O-] (2-(imidazol-1-yl)-6-methyl-4-(3-nitrobenzylamino)-thieno-[2,3-d]-pyrimidine). Reaction SMILES: [NH:1]1[CH:5]=[CH:4][N:3]=[CH:2]1.Cl[C:7]1[C:15]2[C:14]([NH:16][CH2:17][C:18]3[CH:23]=[CH:22][CH:21]=[C:20]([N+:24]([O-:26])=[O:25])[CH:19]=3)=[N:13][CH:12]=[N:11][C:10]=2[S:9][C:8]=1[CH3:27]>>[N:1]1([C:12]2[N:13]=[C:14]([NH:16][CH2:17][C:18]3[CH:23]=[CH:22][CH:21]=[C:20]([N+:24]([O-:26])=[O:25])[CH:19]=3)[C:15]3[CH:7]=[C:8]([CH3:27])[S:9][C:10]=3[N:11]=2)[CH:5]=[CH:4][N:3]=[CH:2]1. Procedure details: Following the procedure of Example 97, the reaction of imidazole with 5-chloro-6-methyl-4-(3-nitrobenzylamino)-thieno-[2,3-d]-pyrimidine gives 2-(imidazol-1-yl)-6-methyl-4-(3-nitrobenzylamino)-thieno-[2,3-d]-pyrimidine. Reactants: CCOC(=O)CCCCc1ccc2cc(O)c(N3CC(=O)NS3(=O)=O)cc2c1, CC(C)(C)[O-], CC(C)O, [K+]. The product is CC(C)OC(=O)CCCCc1ccc2cc(O)c(N3CC(=O)NS3(=O)=O)cc2c1. Reaction SMILES: [CH2:1]([CH3:2])[O:3][C:4]([CH2:5][CH2:6][CH2:7][CH2:8][c:9]1[cH:10][c:11]2[cH:12][c:13]([N:20]3[S:21](=[O:26])(=[O:27])[NH:22][C:23](=[O:25])[CH2:24]3)[c:14]([OH:19])[cH:15][c:16]2[cH:17][cH:18]1)=[O:28].[CH3:29][C:30]([CH3:31])([O-:32])[CH3:33].[CH:35]([OH:36])([CH3:37])[CH3:38].[K+:34]>>[CH:1]([CH3:2])([O:3][C:4]([CH2:5][CH2:6][CH2:7][CH2:8][c:9]1[cH:10][c:11]2[cH:12][c:13]([N:20]3[S:21](=[O:26])(=[O:27])[NH:22][C:23](=[O:25])[CH2:24]3)[c:14]([OH:19])[cH:15][c:16]2[cH:17][cH:18]1)=[O:28])[CH3:29]. Reactants: C1(CCCCC1)S(=O)(=O)C1=CC=C(C=C1)C(OC)OC (1-(cyclohexylsulfonyl)-4-(dimethoxymethyl)benzene), S(O)(O)(=O)=O (sulfuric acid), C([O-])([O-])=O.[K+].[K+] (potassium carbonate). The solvent is O (water), C1CCOC1 (THF). Run at time 18 hour. Product: C1(CCCCC1)S(=O)(=O)C1=CC=C(C=O)C=C1 (4-(cyclohexylsulfonyl)benzaldehyde). The yield is 1112.1%. Reaction SMILES: [CH:1]1([S:7]([C:10]2[CH:15]=[CH:14][C:13]([CH:16](OC)[O:17]C)=[CH:12][CH:11]=2)(=[O:9])=[O:8])[CH2:6][CH2:5][CH2:4][CH2:3][CH2:2]1.S(=O)(=O)(O)O.C(=O)([O-])[O-].[K+].[K+]>C1COCC1.O>[CH:1]1([S:7]([C:10]2[CH:11]=[CH:12][C:13]([CH:16]=[O:17])=[CH:14][CH:15]=2)(=[O:9])=[O:8])[CH2:6][CH2:5][CH2:4][CH2:3][CH2:2]1 |f:2.3.4|. Procedure details: To a solution of 1-(cyclohexylsulfonyl)-4-(dimethoxymethyl)benzene (117 mg, 0.392 mmol) in THF (4 mL) was added an aqueous solution of sulfuric acid (2% v/v, 2 mL) and the resulting mixture stirred for 18 hours at room temperature. Excess solid potassium carbonate was then added, and the mixture diluted with water. Finally, the aqueous solution was extracted with ethyl acetate (×3), and the combined organic phases dried over anhydrous magnesium sulfate, filtered and evaporated in vacuo to give 4... The reactants are NC1=C2N=C(N(C2=NC(=N1)Cl)CC1=CC=CC=C1)OC (6-amino-9-benzyl-2-chloro-8-methoxypurine), CSCCO (2-methylthioethanol), Cl (hydrochloric acid), N (ammonia), [Na] (sodium). Product: NC1=C2N=C(N(C2=NC(=N1)OCCSC)CC1=CC=CC=C1)O (6-Amino-9-benzyl-8-hydroxy-2-(2-methylthioethoxy)purine). The yield is 27.0%. Reaction SMILES: [NH2:1][C:2]1[N:10]=[C:9](Cl)[N:8]=[C:7]2[C:3]=1[N:4]=[C:5]([O:19]C)[N:6]2[CH2:12][C:13]1[CH:18]=[CH:17][CH:16]=[CH:15][CH:14]=1.[CH3:21][S:22][CH2:23][CH2:24][OH:25].[Na].Cl.N>>[NH2:1][C:2]1[N:10]=[C:9]([O:25][CH2:24][CH2:23][S:22][CH3:21])[N:8]=[C:7]2[C:3]=1[N:4]=[C:5]([OH:19])[N:6]2[CH2:12][C:13]1[CH:14]=[CH:15][CH:16]=[CH:17][CH:18]=1 |^1:25|. Reported procedure: 6-amino-9-benzyl-2-chloro-8-methoxypurine (190 mg, 0.56 mmol) was added to 2-methylthioethanol (3 ml) containing sodium (110 mg, 4.78 mmol). The mixture was heated for 2 hours. Thereto were added 2N hydrochloric acid and 28% aqueous ammonia in order. The mixture was extracted with 3% methanol/chloroform and the organic layer was dried on sodium sulfate. After removal of the solvent in vacuo, the residue was purified by silica gel chromatography (3% methanol/chloroform) to give the subject compou... Starting materials: CC1(CNCC1)N1CCC(CC1)N1C(N[C@@H]2[C@@H]1CCCC2)=O ((3aS,7aS)-3-[1-(3-methylpyrrolidin-3-yl)-4-piperidyl]-3a,4,5,6,7,7a-hexahydro-1H-benzimidazol-2-one), ClC(=O)OCC#CC (but-2-ynyl chloroformate). Product: O=C1N[C@@H]2[C@@H](N1C1CCN(CC1)C1(CN(CC1)C(=O)OCC#CC)C)CCCC2 (but-2-ynyl 3-[4-[(3aS,7aS)-2-oxo-3a,4,5,6,7,7a-hexahydro-3H-benzimidazol-1-yl]-1-piperidyl]-3-methyl-pyrrolidine-1-carboxylate). Yield: 33.9%. As a reaction SMILES: [CH3:1][C:2]1([N:7]2[CH2:12][CH2:11][CH:10]([N:13]3[C@H:17]4[CH2:18][CH2:19][CH2:20][CH2:21][C@@H:16]4[NH:15][C:14]3=[O:22])[CH2:9][CH2:8]2)[CH2:6][CH2:5][NH:4][CH2:3]1.Cl[C:24]([O:26][CH2:27][C:28]#[C:29][CH3:30])=[O:25]>>[O:22]=[C:14]1[N:13]([CH:10]2[CH2:11][CH2:12][N:7]([C:2]3([CH3:1])[CH2:6][CH2:5][N:4]([C:24]([O:26][CH2:27][C:28]#[C:29][CH3:30])=[O:25])[CH2:3]3)[CH2:8][CH2:9]2)[C@H:17]2[CH2:18][CH2:19][CH2:20][CH2:21][C@@H:16]2[NH:15]1. Procedure: Following the procedure used in example 16 and starting from (3aS,7aS)-3-[1-(3-methylpyrrolidin-3-yl)-4-piperidyl]-3a,4,5,6,7,7a-hexahydro-1H-benzimidazol-2-one (HCl salt, 0.6 g, 1.75 mmol) and but-2-ynyl chloroformate (0.218 mL, 1.92 mmol), the title compound (0.239 g, 33.9%) was obtained after purification by preparative LC/MS (high pH) as a mixture of diastereomers. MS (M+1): 403.3 The reactants are CC[N+](CC)(CC)CC, CN(C)c1ccccc1, CC#N, [Cl-], Nc1nc(C2CCOC2)cc(=O)[nH]1, O=P(Cl)(Cl)Cl. The product is Nc1nc(Cl)cc(C2CCOC2)n1. Reaction SMILES: [CH2:29]([N+:30]([CH2:31][CH3:32])([CH2:33][CH3:34])[CH2:35][CH3:36])[CH3:37].[CH3:14][N:15]([CH3:16])[c:17]1[cH:18][cH:19][cH:20][cH:21][cH:22]1.[CH3:38][C:39]#[N:40].[Cl-:28].[NH2:1][c:2]1[n:3][c:4]([CH:9]2[CH2:10][O:11][CH2:12][CH2:13]2)[cH:5][c:6](=[O:8])[nH:7]1.[P:23]([Cl:24])([Cl:25])([Cl:26])=[O:27]>>[NH2:1][c:2]1[n:3][c:4]([CH:9]2[CH2:10][O:11][CH2:12][CH2:13]2)[cH:5][c:6]([Cl:25])[n:7]1.